From a dataset of the Open Reaction Database (ORD), a public repository of structured organic reaction records. describe an organic reaction: reactants, conditions, products, and yield Reactants: COC(C1=C(C=C(C(=C1)I)Cl)NC(CC1=CC(=CC(=C1)C)C)=O)=O (4-chloro-2-[2-(3,5-dimethylphenyl)-acetylamino]-5-iodo-benzoic acid methyl ester), C(C=C)[Sn] (allyltin). The reagents and catalysts are Cl[Pd]([P](C1=CC=CC=C1)(C2=CC=CC=C2)C3=CC=CC=C3)([P](C4=CC=CC=C4)(C5=CC=CC=C5)C6=CC=CC=C6)Cl (bis(triphenylphosphine)palladium(II) chloride). Conditions: temperature 100 celsius, time 2 hour. Yields the product COC(C1=C(C=C(C(=C1)CC=C)Cl)NC(CC1=CC(=CC(=C1)C)C)=O)=O (5-allyl-4-chloro-2-[2-(3,5-dimethylphenyl)-acetylamino]-benzoic acid methyl ester). As a reaction SMILES: [CH3:1][O:2][C:3](=[O:24])[C:4]1[CH:9]=[C:8](I)[C:7]([Cl:11])=[CH:6][C:5]=1[NH:12][C:13](=[O:23])[CH2:14][C:15]1[CH:20]=[C:19]([CH3:21])[CH:18]=[C:17]([CH3:22])[CH:16]=1.[CH2:25]([Sn])[CH:26]=[CH2:27]>Cl[Pd](Cl)([P](C1C=CC=CC=1)(C1C=CC=CC=1)C1C=CC=CC=1)[P](C1C=CC=CC=1)(C1C=CC=CC=1)C1C=CC=CC=1>[CH3:1][O:2][C:3](=[O:24])[C:4]1[CH:9]=[C:8]([CH2:27][CH:26]=[CH2:25])[C:7]([Cl:11])=[CH:6][C:5]=1[NH:12][C:13](=[O:23])[CH2:14][C:15]1[CH:20]=[C:19]([CH3:21])[CH:18]=[C:17]([CH3:22])[CH:16]=1 |^1:25,31,50|. Procedure: To a suspension of 4-chloro-2-[2-(3,5-dimethylphenyl)-acetylamino]-5-iodo-benzoic acid methyl ester (2.39 g in 12 mL N,N-dimethylformamide) and 0.183 g bis(triphenylphosphine)palladium(II) chloride was added 2.02 mL allyltin and the mixture heated to 100° C. on an oil bath. After 2 hours, the mixture was cooled, partitioned between ethyl acetate and water and the organic layer washed further with brine. Concentration of the dried (magnesium sulfate) organics and purification by flash chromatogra... Reactants: ClC=1C=C2N=CC(=NC2=CC1Cl)C (6,7-dichloro-2-methylquinoxaline), RuCl[(R)-daipena][(R)-dm-segphos], KO(t-Bu). Solvent: C1(=CC=CC=C1)C (toluene). Reaction conditions: temperature 40 celsius, time 16 hour. Product: ClC=1C=C2NC[C@@H](NC2=CC1Cl)C ((S)-6,7-dichloro-1,2,3,4-tetrahydro-2-methylquinoxaline). The yield is 95.1%. RXN SMILES: [Cl:1][C:2]1[CH:3]=[C:4]2[C:9](=[CH:10][C:11]=1[Cl:12])[N:8]=[C:7]([CH3:13])[CH:6]=[N:5]2>C1(C)C=CC=CC=1>[Cl:1][C:2]1[CH:3]=[C:4]2[C:9](=[CH:10][C:11]=1[Cl:12])[NH:8][C@@H:7]([CH3:13])[CH2:6][NH:5]2. Procedure: To an argon-purged pressure-resistant glass vessel (100 mL) equipped with a magnetic stir bar, RuCl[(R)-daipena][(R)-dm-segphos] (2.9 mg, 2.5 μmol) and KO(t-Bu) (14.0 mg, 0.125 mmol) were added, and the vessel was purged with argon again. To this vessel, a toluene (1.0 mL) solution containing 6,7-dichloro-2-methylquinoxaline (105.4 mg, 0.495 mmol) and being degassed by the freeze-pump-thaw technique in advance was added by pressure transfer using a cannula. An operation in which hydrogen was int... The reactants are Cc1noc(-c2ccc(Br)cc2)c1C1CO1, OCCc1ccccc1. The product is Cc1noc(-c2ccc(Br)cc2)c1C(O)COCCc1ccccc1. As a reaction SMILES: [Br:1][c:2]1[cH:3][cH:4][c:5](-[c:8]2[c:9]([CH:14]3[O:15][CH2:16]3)[c:10]([CH3:13])[n:11][o:12]2)[cH:6][cH:7]1.[c:17]1([CH2:23][CH2:24][OH:25])[cH:18][cH:19][cH:20][cH:21][cH:22]1>>[Br:1][c:2]1[cH:3][cH:4][c:5](-[c:8]2[c:9]([CH:14]([OH:15])[CH2:16][O:25][CH2:24][CH2:23][c:17]3[cH:18][cH:19][cH:20][cH:21][cH:22]3)[c:10]([CH3:13])[n:11][o:12]2)[cH:6][cH:7]1. Reactants: ClC1=C(C=CC=C1)S(=O)(=O)N1C2=C(NCC1)N=CC(=C2)I (1-(2-Chlorobenzenesulfonyl)-7-iodo-1,2,3,4-tetrahydropyrido[2,3-b]pyrazine), CN1CCN(CC1)C1=NC=C(C=C1)B1OC(C(O1)(C)C)(C)C (1-methyl-4-[5-(4,4,5,5-tetramethyl-[1,3,2]dioxaborolan-2-yl)pyridin-2-yl]piperazine). The product is ClC1=C(C=CC=C1)S(=O)(=O)N1C2=C(NCC1)N=CC(=C2)C=2C=NC(=CC2)N2CCN(CC2)C (1-(2-Chlorobenzenesulfonyl)-7-[6-(4-methylpiperazin-1-yl)pyridin-3-yl]-1,2,3,4 tetrahydropyrido[2,3-b]pyrazine). Yield: 41.0%. As a reaction SMILES: [Cl:1][C:2]1[CH:7]=[CH:6][CH:5]=[CH:4][C:3]=1[S:8]([N:11]1[CH2:16][CH2:15][NH:14][C:13]2[N:17]=[CH:18][C:19](I)=[CH:20][C:12]1=2)(=[O:10])=[O:9].[CH3:22][N:23]1[CH2:28][CH2:27][N:26]([C:29]2[CH:34]=[CH:33][C:32](B3OC(C)(C)C(C)(C)O3)=[CH:31][N:30]=2)[CH2:25][CH2:24]1>>[Cl:1][C:2]1[CH:7]=[CH:6][CH:5]=[CH:4][C:3]=1[S:8]([N:11]1[CH2:16][CH2:15][NH:14][C:13]2[N:17]=[CH:18][C:19]([C:32]3[CH:31]=[N:30][C:29]([N:26]4[CH2:25][CH2:24][N:23]([CH3:22])[CH2:28][CH2:27]4)=[CH:34][CH:33]=3)=[CH:20][C:12]1=2)(=[O:10])=[O:9]. Procedure: 1-(2-Chlorobenzenesulfonyl)-7-iodo-1,2,3,4-tetrahydropyrido[2,3-b]pyrazine (44 mg) was reacted with 1-methyl-4-[5-(4,4,5,5-tetramethyl-[1,3,2]dioxaborolan-2-yl)pyridin-2-yl]piperazine as in General Procedure 4A to give the title compound as a yellow solid (41% yield). M.p. 164-165° C., LCMS: m/z=486.79 (M+H+), 1H-NMR (CDCl3, 400 MHz) δ 2.36 (s, 3H), 2.54 (t, J=5.1 Hz, 4H), 3.39-3.42 (m, 2H), 3.60 (t, J=4.5 Hz, 4H), 3.88 (t, J=4.5 Hz, 2H), 5.17 (bs, 1H), 6.69 (d, J=8.8 Hz, 1H), 7.39-7.45 (m, 1H),... The reactants are CS(=O)(=O)OCC(F)(F)F, CN(C)C=O, [H-], O=C(c1ccc2[nH]c(C(=O)N3CCC(F)(F)CC3)cc2c1)N1CCC(N2CCCCC2)CC1, [Na+]. The product is O=C(c1ccc2c(c1)cc(C(=O)N1CCC(F)(F)CC1)n2CC(F)(F)F)N1CCC(N2CCCCC2)CC1. As a reaction SMILES: [CH3:36][S:37]([O:38][CH2:41][C:42]([F:43])([F:44])[F:45])(=[O:39])=[O:40].[CH3:46][N:47]([CH3:48])[CH:49]=[O:50].[H-:34].[N:1]1([CH:7]2[CH2:8][CH2:9][N:10]([C:13](=[O:14])[c:15]3[cH:16][c:17]4[cH:18][c:19]([C:24](=[O:25])[N:26]5[CH2:27][CH2:28][C:29]([F:32])([F:33])[CH2:30][CH2:31]5)[nH:20][c:21]4[cH:22][cH:23]3)[CH2:11][CH2:12]2)[CH2:2][CH2:3][CH2:4][CH2:5][CH2:6]1.[Na+:35]>>[N:1]1([CH:7]2[CH2:8][CH2:9][N:10]([C:13](=[O:14])[c:15]3[cH:16][c:17]4[cH:18][c:19]([C:24](=[O:25])[N:26]5[CH2:27][CH2:28][C:29]([F:32])([F:33])[CH2:30][CH2:31]5)[n:20]([CH2:41][C:42]([F:43])([F:44])[F:45])[c:21]4[cH:22][cH:23]3)[CH2:11][CH2:12]2)[CH2:2][CH2:3][CH2:4][CH2:5][CH2:6]1. Starting materials: C1(=CC=CC=C1)S(=O)(=O)N1C(=CC2=C(C=CC=C12)C1=C(C(=CC(=C1)C(C)C)C(C)C)OCCCC)C(=CC(=O)O)C (3-[1-Benzenesulfonyl-4-(2-butoxy-3,5-diisopropyl-phenyl)-1H-indol-2-yl]-but-2-enoic acid), Cl (HCl), [OH-].[K+] (KOH). Solvent: C(C)O (ethanol), O1CCOCC1 (dioxane). Product: C(CCC)OC1=C(C=C(C=C1C(C)C)C(C)C)C1=C2C=C(NC2=CC=C1)C(=CC(=O)O)C (3-[4-(2-butoxy-3,5-diisopropyl-phenyl)-1H-indol-2-yl]-but-2-enoic acid). Yield: 103.0%. Reaction SMILES: C1(S([N:10]2[C:18]3[C:13](=[C:14]([C:19]4[CH:24]=[C:23]([CH:25]([CH3:27])[CH3:26])[CH:22]=[C:21]([CH:28]([CH3:30])[CH3:29])[C:20]=4[O:31][CH2:32][CH2:33][CH2:34][CH3:35])[CH:15]=[CH:16][CH:17]=3)[CH:12]=[C:11]2[C:36]([CH3:41])=[CH:37][C:38]([OH:40])=[O:39])(=O)=O)C=CC=CC=1.[OH-].[K+].Cl>C(O)C.O1CCOCC1>[CH2:32]([O:31][C:20]1[C:21]([CH:28]([CH3:30])[CH3:29])=[CH:22][C:23]([CH:25]([CH3:26])[CH3:27])=[CH:24][C:19]=1[C:14]1[CH:15]=[CH:16][CH:17]=[C:18]2[C:13]=1[CH:12]=[C:11]([C:36]([CH3:41])=[CH:37][C:38]([OH:40])=[O:39])[NH:10]2)[CH2:33][CH2:34][CH3:35] |f:1.2|. Procedure details: 3-[1-Benzenesulfonyl-4-(2-butoxy-3,5-diisopropyl-phenyl)-1H-indol-2-yl]-but-2-enoic acid (32 mg, 0.056 mmol) was dissolved in ethanol (1 mL)/dioxane (1 mL) and treated with 2.5N KOH (1 mL, 1 mmol) at 70-75° C. for 24 h. The reaction was neutralized with 1N HCl and extracted with ethyl acetate (3×10 mL). The organic portions were washed with water (10 mL), brine (10 mL), dried over MgSO4, filtered and evaporated in vacuo to provide 25 mg of a residue. The material was purified using radial chroma... Reactants: II (iodine), CC1(CCC(CC1)=C)C(=O)O (1-methyl-4-methylene-1-cyclohexanecarboxylic acid), aqueous solution, S(=S)(=O)([O-])[O-].[Na+].[Na+] (sodium thiosulfate). Run in C(C)#N (acetonitrile). Yields the product ICC12OC(C(CC1)(CC2)C)=O (1-iodomethyl-4-methyl-2-oxabicyclo[2.2.2]octan-3-one). Yield: 46.6%. As a reaction SMILES: [I:1]I.[CH3:3][C:4]1([C:11]([OH:13])=[O:12])[CH2:9][CH2:8][C:7](=[CH2:10])[CH2:6][CH2:5]1.S([O-])([O-])(=O)=S.[Na+].[Na+]>C(#N)C>[I:1][CH2:10][C:7]12[CH2:6][CH2:5][C:4]([CH3:3])([CH2:9][CH2:8]1)[C:11](=[O:13])[O:12]2 |f:2.3.4|. Procedure details: 7.5 g of iodine was added to a solution of 1.3 g of 1-methyl-4-methylene-1-cyclohexanecarboxylic acid in 50 ml of acetonitrile. The solution was reacted for 3 hours at room temperature. After reaction, 100 ml of an aqueous solution of sodium thiosulfate was added to the reaction solution. The solution was extracted five times with 30 ml of ethyl acetate. The organic layer obtained was washed three times with aqueous sodium thiosulfate solution and two times with an aqueous sodium chloride soluti...